This data is from the Open Reaction Database (ORD), a public repository of structured organic reaction records. The task is: describe an organic reaction: reactants, conditions, products, and yield Reactants: C1(CC1)CN1C(NC(C=2NC(=NC12)C(C)C)=S)=O (3-cyclopropylmethyl-8-isopropyl-6-thioxanthine). Run in C(CC)N (propylamine). Run at time 10 hour. The product is C1(CC1)CN1C(N=C(C=2NC(=NC12)C(C)C)NCCC)=O (3-Cyclopropylmethyl-8-isopropyl-N6 -propyl-isoguanine). Reaction SMILES: [CH:1]1([CH2:4][N:5]2[C:13]3[N:12]=[C:11]([CH:14]([CH3:16])[CH3:15])[NH:10][C:9]=3[C:8](=S)[NH:7][C:6]2=[O:18])[CH2:3][CH2:2]1>C(N)CC>[CH:1]1([CH2:4][N:5]2[C:13]3[N:12]=[C:11]([CH:14]([CH3:16])[CH3:15])[NH:10][C:9]=3[C:8]([NH:5][CH2:4][CH2:1][CH3:2])=[N:7][C:6]2=[O:18])[CH2:3][CH2:2]1. Reported procedure: 5.29 g of 3-cyclopropylmethyl-8-isopropyl-6-thioxanthine and 50 ml of propylamine were heated in a 450 ml reactor to 150° C. After 10 hours, the solution was evaporated to dryness, the residue dissolved in 200 ml of methanol, treated with 0.26 g of charcoal, filtered and concentrated. The crystals were collected, washed and dried to give the title compound (4.81 c) as off-white crystals mp 208-10° C.